From a dataset of the Open Reaction Database (ORD), a public repository of structured organic reaction records. describe an organic reaction: reactants, conditions, products, and yield Starting materials: OC=1C=CC=C2C(C=C(OC12)C1=CC=CC=C1)=O (8-Hydroxyflavone), O (water), C(Cl)C1CO1 (Epichlorohydrin), [OH-].[Na+] (NaOH). The solvent is C(C)(C)O (isopropanol). Reaction conditions: temperature 70 celsius. Product: O1C(COC=2C=CC=C3C(C=C(OC23)C2=CC=CC=C2)=O)C1 (8-(2,3-Epoxypropoxy)flavone). Yield: 99.0%. RXN SMILES: [OH:1][C:2]1[CH:3]=[CH:4][CH:5]=[C:6]2[C:11]=1[O:10][C:9]([C:12]1[CH:17]=[CH:16][CH:15]=[CH:14][CH:13]=1)=[CH:8][C:7]2=[O:18].O.[CH2:20]([CH:22]1[O:24][CH2:23]1)Cl.[OH-].[Na+]>C(O)(C)C>[O:24]1[CH2:23][CH:22]1[CH2:20][O:1][C:2]1[CH:3]=[CH:4][CH:5]=[C:6]2[C:11]=1[O:10][C:9]([C:12]1[CH:13]=[CH:14][CH:15]=[CH:16][CH:17]=1)=[CH:8][C:7]2=[O:18] |f:3.4|. Procedure: 8-Hydroxyflavone (17.9 g, 75 mmol) (see Awad et al, J. Org. Chem., 25, 1333 (1960)) was suspended in a solvent consisting of 22 ml of water and 135 ml of isopropanol. Epichlorohydrin (59 ml, 75 mmol) and NaOH (3.0 g, 75 mmol) were added and the reaction mixture was heated at 70° C. for 31/2 hours. The reaction mixture was then cooled and filtered, and the solvent was removed under reduced pressure. The residue was taken up in 600 ml of CH2Cl2, washed twice with 600 ml of H2O, dried and the remai... The reactants are O=C([O-])[O-], CC#N, [Cs+], [Cs+], CI, CC(C)C(=O)c1ccc(O)cc1O. The product is COc1ccc(C(=O)C(C)C)c(O)c1. RXN SMILES: [C:16](=[O:17])([O-:18])[O-:19].[CH3:22][C:23]#[N:24].[Cs+:20].[Cs+:21].[I:14][CH3:15].[OH:1][c:2]1[c:3]([C:9]([CH:10]([CH3:11])[CH3:12])=[O:13])[cH:4][cH:5][c:6]([OH:8])[cH:7]1>>[OH:1][c:2]1[c:3]([C:9]([CH:10]([CH3:11])[CH3:12])=[O:13])[cH:4][cH:5][c:6]([O:8][CH3:16])[cH:7]1. Starting materials: C(C(O)CC(=O)O)(=O)O (DL-malic acid), resin, CC(CC)O (2-butanol). Reaction conditions: temperature 102 celsius. The product is C(C)(CC)OC(C(O)CC(=O)OC(C)CC)=O (Di-sec-butyl-DL-malate). RXN SMILES: [C:1]([OH:9])(=[O:8])[CH:2]([CH2:4][C:5]([OH:7])=[O:6])[OH:3].[CH3:10][CH:11](O)[CH2:12][CH3:13]>>[CH:11]([O:8][C:1](=[O:9])[CH:2]([CH2:4][C:5]([O:7][CH:2]([CH2:4][CH3:5])[CH3:1])=[O:6])[OH:3])([CH2:12][CH3:13])[CH3:10]. Procedure details: Di-sec-butyl-DL-malate was prepared using a procedure similar to Example 3. This compound was isolated as a bottoms product. To the reaction flask, DL-malic acid (80.23 g), 2-butanol (220 mL) and Amberlyst® 15 ion exchange resin (11.2 g) were added. The mixture was placed under nitrogen and heated to reflux. At 102° C., one phase started to collect in the Dean-Stark trap. The reaction was maintained at 102° C. for 4 hr. During this time, the water/alcohol azeotrope was removed as fresh alcohol w... Starting materials: C=CC1=CC=CC=C1 (styrene), C(=C)C1=CC=CC2=CC=CC=C12 (vinylnaphthalene), 60. Yields the product C=CC1=CC=CC=C1.C(=C)C1=CC=CC2=CC=CC=C12 (styrene vinylnaphthalene). Reaction SMILES: [CH2:1]=[CH:2][C:3]1[CH:8]=[CH:7][CH:6]=[CH:5][CH:4]=1.[CH:9]([C:11]1[C:20]2[C:15](=[CH:16][CH:17]=[CH:18][CH:19]=2)[CH:14]=[CH:13][CH:12]=1)=[CH2:10]>>[CH2:1]=[CH:2][C:3]1[CH:8]=[CH:7][CH:6]=[CH:5][CH:4]=1.[CH:9]([C:11]1[C:20]2[C:15](=[CH:16][CH:17]=[CH:18][CH:19]=2)[CH:14]=[CH:13][CH:12]=1)=[CH2:10] |f:2.3|. Reported procedure: The procedure of Production Example 1 was followed in the same manner except that styrene, vinylnaphthalene and the polymerization-initiator were used in amounts of 60 parts, 27 parts and 13 parts, respectively, whereby 95 parts of a styrene-vinylnaphthalene copolymer (a-2) was obtained. The Mn of (a-2) was 1,740, the volume resistivity thereof was 5×1014 Ω·cm, and the refractive index thereof was 1.708.